This data is from the Open Reaction Database (ORD), a public repository of structured organic reaction records. The task is: describe an organic reaction: reactants, conditions, products, and yield Conditions: time 8 hour. Reaction SMILES: C[Mg]Br.[CH3:4]COCC.[CH3:9][C:10]1([CH3:18])[CH2:14][CH2:13][C:12]([CH3:16])([CH3:15])[C:11]1=[O:17].[Cl-].[NH4+]>CCOCC>[CH3:4][C:11]1([OH:17])[C:12]([CH3:16])([CH3:15])[CH2:13][CH2:14][C:10]1([CH3:18])[CH3:9] |f:0.1,3.4|. Procedure: 100 ml of a 3M methylmagnesium bromide/ether solution was added to a solution of 30 g of 2,2,5,5-tetramethylcyclopentanone in 50 ml of ether under a nitrogen gas atmosphere, and the mixture was stirred at room temperature overnight. Then, 65 ml of aqueous saturated ammonium chloride solution was added dropwise thereto and the mixture was stirred for 10 minutes. The ether layer was subjected to decantation and the residue was extracted with ether. The ether layers were dried over anhydrous sodium... The reactants are C[Mg]Br.CCOCC (methylmagnesium bromide ether), CC1(C(C(CC1)(C)C)=O)C (2,2,5,5-tetramethylcyclopentanone), [Cl-].[NH4+] (ammonium chloride). Product: CC1(C(CCC1(C)C)(C)C)O (1,2,2,5,5-pentamethylcyclopentanol). The solvent is CCOCC (ether), CCOCC (ether). Reactants: O (water), ClC1=C(C(=NN1C1=NC=C(C=C1)S(=O)(=O)C)C(F)(F)F)C#N (5-Chloro-1-(5-methanesulfonyl-pyridin-2-yl)-3-trifluoromethyl-1H-pyrazole-4-carbonitrile), C=C1CCC(CC1)CO ((4-methylene-cyclohexyl)-methanol), [F-].[K+] (potassium fluoride). Solvent: CS(=O)C (dimethylsulfoxide). Conditions: time 48 hour. Yields the product CS(=O)(=O)C=1C=CC(=NC1)N1N=C(C(=C1OCC1CCC(CC1)=C)C#N)C(F)(F)F (1-(5-Methanesulfonyl-pyridin-2-yl)-5-(4-methylene-cyclohexylmethoxy)-3-trifluoromethyl-1H-pyrazole-4-carbonitrile). Isolated yield 68.1%. RXN SMILES: Cl[C:2]1[N:6]([C:7]2[CH:12]=[CH:11][C:10]([S:13]([CH3:16])(=[O:15])=[O:14])=[CH:9][N:8]=2)[N:5]=[C:4]([C:17]([F:20])([F:19])[F:18])[C:3]=1[C:21]#[N:22].[CH2:23]=[C:24]1[CH2:29][CH2:28][CH:27]([CH2:30][OH:31])[CH2:26][CH2:25]1.[F-].[K+].O>CS(C)=O>[CH3:16][S:13]([C:10]1[CH:11]=[CH:12][C:7]([N:6]2[C:2]([O:31][CH2:30][CH:27]3[CH2:28][CH2:29][C:24](=[CH2:23])[CH2:25][CH2:26]3)=[C:3]([C:21]#[N:22])[C:4]([C:17]([F:20])([F:19])[F:18])=[N:5]2)=[N:8][CH:9]=1)(=[O:15])=[O:14] |f:2.3|. Procedure: 5-Chloro-1-(5-methanesulfonyl-pyridin-2-yl)-3-trifluoromethyl-1H-pyrazole-4-carbonitrile (0.35 g, 1 mmol) and (4-methylene-cyclohexyl)-methanol (0.252 g, 2 mmol) were dissolved in dry dimethylsulfoxide (DMSO) (5 ml) and potassium fluoride (0.116 g, 2 mmol) was added to the clear solution. The resulting mixture was stirred at 20° for a period of 48 hours. Analytical HPLC indicated the reaction completion. The reaction mixture was poured into water (50 ml) and the resulting mixture was extracted w... Starting materials: C1(=CC=CC=C1)O (Phenol), C(C)OCCOCCO (diethylene glycol monoethyl ether), 31.g, C1(CCCCC1)N=C=NC1CCCCC1 (N,N'-dicyclohexylcarbodiimide). The product is C(C)C1=C(C=CC=C1)OCCOCCO (diethylene glycol ethylphenyl ether). As a reaction SMILES: [C:1]1([OH:7])[CH:6]=[CH:5][CH:4]=[CH:3][CH:2]=1.[CH2:8]([O:10][CH2:11][CH2:12][O:13]CCO)[CH3:9].[CH:17]1(N=C=NC2CCCCC2)CCCC[CH2:18]1>>[CH2:17]([C:2]1[CH:3]=[CH:4][CH:5]=[CH:6][C:1]=1[O:7][CH2:9][CH2:8][O:10][CH2:11][CH2:12][OH:13])[CH3:18]. Reported procedure: Phenol (13.1 g, 0.28 mol), 15 g (0.33 mol) diethylene glycol monoethyl ether and 31.g (0.31 mol) N,N'-dicyclohexylcarbodiimide are heated for 24 hours at 100°-110° C. After cooling, the mixture is extracted with ether and dried. Evaporation of the reaction mixture and flash chromatography of the residue yields 12.6 g (30%) of phenolic ether. Starting materials: CN(CCCC1=C(NC=2CCCCC12)C=O)C (3-(3-dimethylamino-propyl)-4,5,6,7-tetrahydro-1H-indole-2-carbaldehyde), CN1CCNCC1 (1-methylpiperazine), CNC (dimethylamine). Product: CN1CCN(CC1)CCCC1=C(NC=2CCCCC12)C=O (3-[3-(4-Methylpiperazin-1-yl)-propyl]-4,5,6,7-tetrahydro-1H-indole-2-carbaldehyde). RXN SMILES: [CH3:1][N:2]([CH3:17])[CH2:3][CH2:4][CH2:5][C:6]1[C:14]2[CH2:13][CH2:12][CH2:11][CH2:10][C:9]=2[NH:8][C:7]=1[CH:15]=[O:16].[CH3:18][N:19]1[CH2:24]CNC[CH2:20]1.CNC>>[CH3:18][N:19]1[CH2:24][CH2:1][N:2]([CH2:3][CH2:4][CH2:5][C:6]2[C:14]3[CH2:13][CH2:12][CH2:11][CH2:10][C:9]=3[NH:8][C:7]=2[CH:15]=[O:16])[CH2:17][CH2:20]1. Reported procedure: 3-[3-(4-Methylpiperazin-1-yl)-propyl]-4,5,6,7-tetrahydro-1H-indole-2-carbaldehyde was prepared following the procedure described for 3-(3-dimethylamino-propyl)-4,5,6,7-tetrahydro-1H-indole-2-carbaldehyde as described for Example 1 above but substituting 1-methylpiperazine in step 2 above for dimethylamine.